This data is from the Open Reaction Database (ORD), a public repository of structured organic reaction records. The task is: describe an organic reaction: reactants, conditions, products, and yield The reactants are C=CCOC1CC(C=C(C)C2OC(=O)C3CCCCN3C(=O)C(=O)C3(O)OC(C(OC)CC(C)CC(C)=CC(CC)C(=O)CCC2C)C(OC)CC3C)CCC1Oc1ccc2c(ccn2C)c1, CCOC(C)=O, [H][H], [Rh]. Product: CCCOC1CC(C=C(C)C2OC(=O)C3CCCCN3C(=O)C(=O)C3(O)OC(C(OC)CC(C)CC(C)=CC(CC)C(=O)CCC2C)C(OC)CC3C)CCC1Oc1ccc2c(ccn2C)c1. Reaction SMILES: [CH2:1]([CH3:2])[CH:3]1[C:4](=[O:67])[CH2:5][CH2:6][CH:7]([CH3:66])[CH:8]([C:42](=[CH:43][CH:44]2[CH2:45][CH:46]([O:61][CH2:62][CH:63]=[CH2:64])[CH:47]([O:50][c:51]3[cH:52][c:53]4[cH:54][cH:55][n:56]([CH3:60])[c:57]4[cH:58][cH:59]3)[CH2:48][CH2:49]2)[CH3:65])[O:9][C:10](=[O:41])[CH:11]2[CH2:12][CH2:13][CH2:14][CH2:15][N:16]2[C:17](=[O:40])[C:18](=[O:39])[C:19]2([OH:38])[CH:20]([CH3:37])[CH2:21][CH:22]([O:35][CH3:36])[CH:23]([CH:24]([O:32][CH3:33])[CH2:25][CH:26]([CH3:31])[CH2:27][C:28]([CH3:30])=[CH:29]1)[O:34]2.[CH3:70][CH2:71][O:72][C:73](=[O:74])[CH3:75].[H:68][H:69].[Rh:76]>>[CH2:1]([CH3:2])[CH:3]1[C:4](=[O:67])[CH2:5][CH2:6][CH:7]([CH3:66])[CH:8]([C:42](=[CH:43][CH:44]2[CH2:45][CH:46]([O:61][CH2:62][CH2:63][CH3:64])[CH:47]([O:50][c:51]3[cH:52][c:53]4[cH:54][cH:55][n:56]([CH3:60])[c:57]4[cH:58][cH:59]3)[CH2:48][CH2:49]2)[CH3:65])[O:9][C:10](=[O:41])[CH:11]2[CH2:12][CH2:13][CH2:14][CH2:15][N:16]2[C:17](=[O:40])[C:18](=[O:39])[C:19]2([OH:38])[CH:20]([CH3:37])[CH2:21][CH:22]([O:35][CH3:36])[CH:23]([CH:24]([O:32][CH3:33])[CH2:25][CH:26]([CH3:31])[CH2:27][C:28]([CH3:30])=[CH:29]1)[O:34]2. The product is Cc1ccc(S(=O)(=O)OCCC2(C3(C)OCCO3)CC2)cc1. RXN SMILES: [C:24](=[O:25])([OH:26])[O-:27].[CH3:1][C:2]1([C:7]2([CH2:10][CH2:11][OH:12])[CH2:8][CH2:9]2)[O:3][CH2:4][CH2:5][O:6]1.[Na+:28].[c:13]1([CH3:23])[cH:14][cH:15][c:16]([S:19](=[O:20])(=[O:21])[Cl:22])[cH:17][cH:18]1.[cH:29]1[cH:30][cH:31][n:32][cH:33][cH:34]1>>[CH3:1][C:2]1([C:7]2([CH2:10][CH2:11][O:12][S:19]([c:16]3[cH:15][cH:14][c:13]([CH3:23])[cH:18][cH:17]3)(=[O:20])=[O:21])[CH2:8][CH2:9]2)[O:3][CH2:4][CH2:5][O:6]1. The reactants are O=C([O-])O, CC1(C2(CCO)CC2)OCCO1, [Na+], Cc1ccc(S(=O)(=O)Cl)cc1, c1ccncc1. Reactants: CN(C)C=O, CN1CCCC1, CCO, Cl, Nc1nc(-n2cc(C(=O)O)c(=O)c3cc(F)c(F)c(Br)c32)c(F)cc1F, OC1CNC1. The product is Nc1nc(-n2cc(C(=O)O)c(=O)c3cc(F)c(N4CC(O)C4)c(Br)c32)c(F)cc1F. RXN SMILES: [CH3:1][N:2]([CH3:3])[CH:4]=[O:5].[CH3:38][N:39]1[CH2:40][CH2:41][CH2:42][CH2:43]1.[CH3:44][CH2:45][OH:46].[ClH:32].[NH2:6][c:7]1[c:8]([F:31])[cH:9][c:10]([F:30])[c:11](-[n:13]2[cH:14][c:15]([C:27](=[O:28])[OH:29])[c:16](=[O:26])[c:17]3[cH:18][c:19]([F:25])[c:20]([F:24])[c:21]([Br:23])[c:22]23)[n:12]1.[OH:33][CH:34]1[CH2:35][NH:36][CH2:37]1>>[NH2:6][c:7]1[c:8]([F:31])[cH:9][c:10]([F:30])[c:11](-[n:13]2[cH:14][c:15]([C:27](=[O:28])[OH:29])[c:16](=[O:26])[c:17]3[cH:18][c:19]([F:25])[c:20]([N:36]4[CH2:35][CH:34]([OH:33])[CH2:37]4)[c:21]([Br:23])[c:22]23)[n:12]1. Reactants: ClC1=CC2=C(OC3=C([C@H]([C@@H]2C[N+](=O)[O-])C(=O)OCC)C=CC=C3)C=C1 (ethyl trans-2-chloro-11-(nitromethyl)-10,11-dihydrodibenzo[b,f]oxepin-10-carboxylate), CC(=O)C (acetone), O1CCCC1 (tetrahydrofuran), [BH4-].[Na+] (sodium borohydride). Run in O (water), CO (methanol), C1(=CC=CC=C1)C (toluene). Conditions: time 2 hour. Yields the product ClC1=CC2=C(OC3=C([C@H]([C@@H]2C[N+](=O)[O-])CO)C=CC=C3)C=C1 (trans-[2-chloro-11-(nitromethyl)-10,11-dihydrodibenzo[b,f]oxepin-10-yl]methanol). RXN SMILES: [Cl:1][C:2]1[CH:25]=[CH:24][C:5]2[O:6][C:7]3[CH:23]=[CH:22][CH:21]=[CH:20][C:8]=3[C@@H:9]([C:15](OCC)=[O:16])[C@H:10]([CH2:11][N+:12]([O-:14])=[O:13])[C:4]=2[CH:3]=1.O1CCCC1.[BH4-].[Na+].CC(C)=O>CO.C1(C)C=CC=CC=1.O>[Cl:1][C:2]1[CH:25]=[CH:24][C:5]2[O:6][C:7]3[CH:23]=[CH:22][CH:21]=[CH:20][C:8]=3[C@@H:9]([CH2:15][OH:16])[C@H:10]([CH2:11][N+:12]([O-:14])=[O:13])[C:4]=2[CH:3]=1 |f:2.3|. Procedure details: A 180.9 g portion of the ethyl trans-2-chloro-11-(nitromethyl)-10,11-dihydrodibenzo[b,f]oxepin-10-carboxylate obtained in Reference Example 6 (mixture of the initially obtained whitish crystals and subsequently obtained light yellow crystals, 0.5 mol, trans/cis=99.3/0.7) was added to and mixed with a mixture of 904 mL of tetrahydrofuran and 24.6 g of sodium borohydride (0.65 mol, powdered). Next, 134.1 g (45.5 wt %, 0.90 mol) of a boron trifluoride/tetrahydrofuran complex was added dropwise to t... As a reaction SMILES: [C:1]([CH3:2])(=[O:3])[N:4]1[CH:5]([C:6](=[O:7])[NH:8][CH:9]([CH3:10])[C:11](=[O:12])[N:13]2[CH:14]([C:15](=[O:16])[NH:17][N:18]([CH3:19])[C:20](=[O:21])[O:22][CH:23]([CH2:24][CH2:25][CH2:26][CH2:27][NH:28][C:29]([O:30][CH2:31][c:32]3[cH:33][cH:34][cH:35][cH:36][cH:37]3)=[O:38])[C:39](=[O:40])[O:41][CH2:42][CH3:43])[CH2:44][CH2:45][CH2:46]2)[CH2:47][CH2:48][CH2:49]1.[ClH:50].[H:51][H:52]>>[C:1]([CH3:2])(=[O:3])[N:4]1[CH:5]([C:6](=[O:7])[NH:8][CH:9]([CH3:10])[C:11](=[O:12])[N:13]2[CH:14]([C:15](=[O:16])[NH:17][N:18]([CH3:19])[C:20](=[O:21])[O:22][CH:23]([CH2:24][CH2:25][CH2:26][CH2:27][NH2:28])[C:39](=[O:40])[O:41][CH2:42][CH3:43])[CH2:44][CH2:45][CH2:46]2)[CH2:47][CH2:48][CH2:49]1.[ClH:50]. Reactants: CCOC(=O)C(CCCCNC(=O)OCc1ccccc1)OC(=O)N(C)NC(=O)C1CCCN1C(=O)C(C)NC(=O)C1CCCN1C(C)=O, Cl, [H][H]. Yields the product CCOC(=O)C(CCCCN)OC(=O)N(C)NC(=O)C1CCCN1C(=O)C(C)NC(=O)C1CCCN1C(C)=O, Cl. The reactants are C[Si](C)(C)CCOCn1cc(C#N)nc1C(=O)Nc1ccc(-c2ccc(NS(C)(=O)=O)cc2)cc1C1=CCCCC1, CCOC(C)=O, ClCCl. Product: CS(=O)(=O)Nc1ccc(-c2ccc(NC(=O)c3nc(C#N)c[nH]3)c(C3=CCCCC3)c2)cc1. Reaction SMILES: [C:1]1([c:7]2[cH:8][c:9](-[c:31]3[cH:32][cH:33][c:34]([NH:37][S:38](=[O:39])(=[O:40])[CH3:41])[cH:35][cH:36]3)[cH:10][cH:11][c:12]2[NH:13][C:14](=[O:15])[c:16]2[n:17]([CH2:23][O:24][CH2:25][CH2:26][Si:27]([CH3:28])([CH3:29])[CH3:30])[cH:18][c:19]([C:21]#[N:22])[n:20]2)=[CH:2][CH2:3][CH2:4][CH2:5][CH2:6]1.[CH3:42][CH2:43][O:44][C:45]([CH3:46])=[O:47].[Cl:48][CH2:49][Cl:50]>>[C:1]1([c:7]2[cH:8][c:9](-[c:31]3[cH:32][cH:33][c:34]([NH:37][S:38](=[O:39])(=[O:40])[CH3:41])[cH:35][cH:36]3)[cH:10][cH:11][c:12]2[NH:13][C:14](=[O:15])[c:16]2[nH:17][cH:18][c:19]([C:21]#[N:22])[n:20]2)=[CH:2][CH2:3][CH2:4][CH2:5][CH2:6]1. The reactants are CC(=O)Nc1ccc(F)c(Br)c1, CC(C)C(O)(c1ccc(B(O)O)cc1)c1cn(C(c2ccccc2)(c2ccccc2)c2ccccc2)cn1, c1ccc(P(c2ccccc2)(c2ccccc2)[Pd](P(c2ccccc2)(c2ccccc2)c2ccccc2)(P(c2ccccc2)(c2ccccc2)c2ccccc2)P(c2ccccc2)(c2ccccc2)c2ccccc2)cc1. The product is CC(=O)Nc1ccc(F)c(-c2ccc(C(O)(c3cn(C(c4ccccc4)(c4ccccc4)c4ccccc4)cn3)C(C)C)cc2)c1. As a reaction SMILES: [Br:39][c:40]1[cH:41][c:42]([NH:47][C:48]([CH3:49])=[O:50])[cH:43][cH:44][c:45]1[F:46].[OH:1][C:2]([CH:3]([CH3:4])[CH3:5])([c:6]1[n:7][cH:8][n:9]([C:11]([c:12]2[cH:13][cH:14][cH:15][cH:16][cH:17]2)([c:18]2[cH:19][cH:20][cH:21][cH:22][cH:23]2)[c:24]2[cH:25][cH:26][cH:27][cH:28][cH:29]2)[cH:10]1)[c:30]1[cH:31][cH:32][c:33]([B:36]([OH:37])[OH:38])[cH:34][cH:35]1.[cH:51]1[cH:52][cH:53][c:54]([P:55]([Pd:56]([P:57]([c:58]2[cH:59][cH:60][cH:61][cH:62][cH:63]2)([c:64]2[cH:65][cH:66][cH:67][cH:68][cH:69]2)[c:70]2[cH:71][cH:72][cH:73][cH:74][cH:75]2)([P:76]([c:77]2[cH:78][cH:79][cH:80][cH:81][cH:82]2)([c:83]2[cH:84][cH:85][cH:86][cH:87][cH:88]2)[c:89]2[cH:90][cH:91][cH:92][cH:93][cH:94]2)[P:95]([c:96]2[cH:97][cH:98][cH:99][cH:100][cH:101]2)([c:102]2[cH:103][cH:104][cH:105][cH:106][cH:107]2)[c:108]2[cH:109][cH:110][cH:111][cH:112][cH:113]2)([c:114]2[cH:115][cH:116][cH:117][cH:118][cH:119]2)[c:120]2[cH:121][cH:122][cH:123][cH:124][cH:125]2)[cH:126][cH:127]1>>[OH:1][C:2]([CH:3]([CH3:4])[CH3:5])([c:6]1[n:7][cH:8][n:9]([C:11]([c:12]2[cH:13][cH:14][cH:15][cH:16][cH:17]2)([c:18]2[cH:19][cH:20][cH:21][cH:22][cH:23]2)[c:24]2[cH:25][cH:26][cH:27][cH:28][cH:29]2)[cH:10]1)[c:30]1[cH:31][cH:32][c:33](-[c:40]2[cH:41][c:42]([NH:47][C:48]([CH3:49])=[O:50])[cH:43][cH:44][c:45]2[F:46])[cH:34][cH:35]1. Reactants: COCCOC, CN1CCCC1=O, CC(C)(C)[O-], N#Cc1cccc(-c2ccc3c(Cl)cnc(Cl)c3c2)c1, Cl, [K+], N=C(N)N. Yields the product N#Cc1cccc(-c2ccc3c(Cl)cnc(NC(=N)N)c3c2)c1. As a reaction SMILES: [CH3:32][O:33][CH2:34][CH2:35][O:36][CH3:37].[CH3:38][N:39]1[CH2:40][CH2:41][CH2:42][C:43]1=[O:44].[CH3:6][C:7]([CH3:8])([O-:9])[CH3:10].[Cl:12][c:13]1[n:14][cH:15][c:16]([Cl:31])[c:17]2[cH:18][cH:19][c:20](-[c:23]3[cH:24][c:25]([C:29]#[N:30])[cH:26][cH:27][cH:28]3)[cH:21][c:22]12.[ClH:1].[K+:11].[NH2:2][C:3](=[NH:4])[NH2:5]>>[NH:2]=[C:3]([NH:4][c:13]1[n:14][cH:15][c:16]([Cl:31])[c:17]2[cH:18][cH:19][c:20](-[c:23]3[cH:24][c:25]([C:29]#[N:30])[cH:26][cH:27][cH:28]3)[cH:21][c:22]12)[NH2:5]. Reactants: CCN(CC)CCN1CCSc2cc(N)ccc21, CCO, I, CSC(=N)c1cccs1. Product: CCN(CC)CCN1CCSc2cc(NC(=N)c3cccs3)ccc21. Reaction SMILES: [CH2:11]([CH3:12])[N:13]([CH2:14][CH2:15][N:16]1[c:17]2[c:18]([cH:22][c:23]([NH2:26])[cH:24][cH:25]2)[S:19][CH2:20][CH2:21]1)[CH2:27][CH3:28].[CH3:29][CH2:30][OH:31].[IH:1].[s:2]1[c:3]([C:7](=[NH:8])[S:9][CH3:10])[cH:4][cH:5][cH:6]1>>[s:2]1[c:3]([C:7](=[NH:8])[NH:26][c:23]2[cH:22][c:18]3[c:17]([cH:25][cH:24]2)[N:16]([CH2:15][CH2:14][N:13]([CH2:11][CH3:12])[CH2:27][CH3:28])[CH2:21][CH2:20][S:19]3)[cH:4][cH:5][cH:6]1. Solvent: CO (MeOH). Product: NC1=C(C=CC(=C1)C(F)(F)F)N1C(C(C1)(C)C)=O (2-amino-4-(trifluoromethyl)phenyl-3,3-dimethylazetidin-2-one). As a reaction SMILES: [CH3:1][C:2]1([CH3:20])[CH2:5][N:4]([C:6]2[CH:11]=[CH:10][C:9]([C:12]([F:15])([F:14])[F:13])=[CH:8][C:7]=2[N+:16]([O-])=O)[C:3]1=[O:19]>CO.[Pd]>[NH2:16][C:7]1[CH:8]=[C:9]([C:12]([F:13])([F:14])[F:15])[CH:10]=[CH:11][C:6]=1[N:4]1[CH2:5][C:2]([CH3:1])([CH3:20])[C:3]1=[O:19]. Reagents/catalysts: [Pd] (Pd/C). Starting materials: CC1(C(N(C1)C1=C(C=C(C=C1)C(F)(F)F)[N+](=O)[O-])=O)C (3,3-dimethyl-1-(2-nitro-4-(trifluoromethyl)phenyl)azetidin-2-one). Procedure details: A mixture of 3,3-dimethyl-1-(2-nitro-4-(trifluoromethyl)phenyl)azetidin-2-one (1.67 g, 5.8 mmol, 1.0 equiv) and 10% Pd/C (300 mg) in MeOH (30 mL) was exposed to an atmosphere of H2. After consumption of the starting material, the mixture was filtered and concentrated to afford 1-(2-amino-4-(trifluoromethyl)phenyl-3,3-dimethylazetidin-2-one, which was advanced without further purification. MS (MH+) 259.1; Calculated 259.1 for C12H14F3N2O.